From a dataset of the Open Reaction Database (ORD), a public repository of structured organic reaction records. describe an organic reaction: reactants, conditions, products, and yield Starting materials: FC1=CC=C(C=C1)C1=NN(C(=N1)C1=CC=C(C=C1)F)CC(=O)N1CCN(CC1)C1=NC=NC(=C1)Cl (2-(3,5-Bis-(4-fluoro-phenyl)-(1,2,4)triazol-1-yl)-1-(4-(6-chloro-pyrimidin-4-yl)-piperazin-1-yl)-ethanone), COCCCCO (4-methoxy-1-butanol), C([O-])([O-])=O.[K+].[K+] (potassiumcarbonate). Run in CN1C(CCC1)=O (n-methyl-2-pyrrolidinone). Conditions: temperature 200 celsius, time 30 minute. Yields the product FC1=CC=C(C=C1)C1=NN(C(=N1)C1=CC=C(C=C1)F)CC(=O)N1CCN(CC1)C1=NC=NC(=C1)OCCCCOC (2-(3,5-Bis-(4-fluoro-phenyl)-(1,2,4)triazol-1-yl]-1-(4-(6-(4-methoxy-butoxy)-pyrimidin-4-yl)-piperazin-1-yl)-ethanone). Isolated yield 51.0%. As a reaction SMILES: [F:1][C:2]1[CH:7]=[CH:6][C:5]([C:8]2[N:12]=[C:11]([C:13]3[CH:18]=[CH:17][C:16]([F:19])=[CH:15][CH:14]=3)[N:10]([CH2:20][C:21]([N:23]3[CH2:28][CH2:27][N:26]([C:29]4[CH:34]=[C:33](Cl)[N:32]=[CH:31][N:30]=4)[CH2:25][CH2:24]3)=[O:22])[N:9]=2)=[CH:4][CH:3]=1.[CH3:36][O:37][CH2:38][CH2:39][CH2:40][CH2:41][OH:42].C(=O)([O-])[O-].[K+].[K+]>CN1CCCC1=O>[F:1][C:2]1[CH:7]=[CH:6][C:5]([C:8]2[N:12]=[C:11]([C:13]3[CH:18]=[CH:17][C:16]([F:19])=[CH:15][CH:14]=3)[N:10]([CH2:20][C:21]([N:23]3[CH2:28][CH2:27][N:26]([C:29]4[CH:34]=[C:33]([O:42][CH2:41][CH2:40][CH2:39][CH2:38][O:37][CH3:36])[N:32]=[CH:31][N:30]=4)[CH2:25][CH2:24]3)=[O:22])[N:9]=2)=[CH:4][CH:3]=1 |f:2.3.4|. Procedure details: 50 mg 2-(3,5-Bis-(4-fluoro-phenyl)-(1,2,4)triazol-1-yl)-1-(4-(6-chloro-pyrimidin-4-yl)-piperazin-1-yl)-ethanone and 53 mg 4-methoxy-1-butanol were added to 14 mg potassiumcarbonate in 2 mL n-methyl-2-pyrrolidinone. The reaction was sonicated for a few minutes and stirred 30 min at 200° C. The reaction was purified by HPLC to give 29 mg desired product. Rt: 1.82 min (method N), (M+H)+: 564 Starting materials: NC=1C=C(C=CC1)C1=C(C=NC2=C(C=CC=C12)C(F)(F)F)C(=O)C1=CC=CC=C1 ([4-(3-amino-phenyl)-8-trifluoromethyl-quinolin-3-yl]-phenyl-methanone), ClC1=C(C=CC=C1)CC(=O)Cl (2-chlorophenyl-acetyl chloride). Product: C(C1=CC=CC=C1)(=O)C=1C=NC2=C(C=CC=C2C1C=1C=C(C=CC1)NC(CC1=C(C=CC=C1)Cl)=O)C(F)(F)F (N-{3-[3-BENZOYL-8-(TRIFLUOROMETHYL)QUINOLIN-4-YL]PHENYL}-2-(2-CHLOROPHENYL) ACETAMIDE). As a reaction SMILES: [NH2:1][C:2]1[CH:3]=[C:4]([C:8]2[C:17]3[C:12](=[C:13]([C:18]([F:21])([F:20])[F:19])[CH:14]=[CH:15][CH:16]=3)[N:11]=[CH:10][C:9]=2[C:22]([C:24]2[CH:29]=[CH:28][CH:27]=[CH:26][CH:25]=2)=[O:23])[CH:5]=[CH:6][CH:7]=1.[Cl:30][C:31]1[CH:36]=[CH:35][CH:34]=[CH:33][C:32]=1[CH2:37][C:38](Cl)=[O:39]>>[C:22]([C:9]1[CH:10]=[N:11][C:12]2[C:17]([C:8]=1[C:4]1[CH:3]=[C:2]([NH:1][C:38](=[O:39])[CH2:37][C:32]3[CH:33]=[CH:34][CH:35]=[CH:36][C:31]=3[Cl:30])[CH:7]=[CH:6][CH:5]=1)=[CH:16][CH:15]=[CH:14][C:13]=2[C:18]([F:21])([F:19])[F:20])(=[O:23])[C:24]1[CH:25]=[CH:26][CH:27]=[CH:28][CH:29]=1. Procedure details: The title compound was prepared from [4-(3-amino-phenyl)-8-trifluoromethyl-quinolin-3-yl]-phenyl-methanone and 2-chlorophenyl-acetyl chloride according to the procedure of Example 61. MS (ES) m/z 542.8. Starting materials: CC(C)N, Cc1ccccc1, Clc1cnnc(Cl)c1Cl. Yields the product CC(C)Nc1c(Cl)cnnc1Cl. RXN SMILES: [CH3:10][CH:11]([CH3:12])[NH2:13].[CH3:14][c:15]1[cH:16][cH:17][cH:18][cH:19][cH:20]1.[Cl:1][c:2]1[n:3][n:4][cH:5][c:6]([Cl:9])[c:7]1[Cl:8]>>[Cl:1][c:2]1[n:3][n:4][cH:5][c:6]([Cl:9])[c:7]1[NH:13][CH:11]([CH3:10])[CH3:12]. Starting materials: C(C)(C)(C)OC(=O)C1(C(C=CC1=O)CC(=O)OC)CC#CCC (5-tert-butoxycarbonyl-4-methoxycarbonylmethyl-5-(2-pentynyl)-2-cyclopentenone), C(C)(C)(C)OC(=O)C1(C(C=CC1=O)CC(=O)OC)CC#CCC (5-tert-butoxycarbonyl-4-methoxycarbonylmethyl-5-(2-pentynyl)-2-cyclopentenone), [H][H] (Hydrogen). Reagents/catalysts: [Pd].CC(=O)[O-].CC(=O)[O-].[Pb+2] (Lindlar catalyst). Solvent: CC(=O)C (acetone). The product is C(C)(C)(C)OC(=O)C1(C(C=CC1=O)CC(=O)OC)C\C=C/CC (5-tert-butoxycarbonyl-4-methoxycarbonylmethyl-5-(cis-2-pentenyl)-2-cyclopentenone). RXN SMILES: [C:1]([O:5][C:6]([C:8]1([CH2:19][C:20]#[C:21][CH2:22][CH3:23])[C:12](=[O:13])[CH:11]=[CH:10][CH:9]1[CH2:14][C:15]([O:17][CH3:18])=[O:16])=[O:7])([CH3:4])([CH3:3])[CH3:2].[H][H]>CC(C)=O.[Pd].CC([O-])=O.CC([O-])=O.[Pb+2]>[C:1]([O:5][C:6]([C:8]1([CH2:19]/[CH:20]=[CH:21]\[CH2:22][CH3:23])[C:12](=[O:13])[CH:11]=[CH:10][CH:9]1[CH2:14][C:15]([O:17][CH3:18])=[O:16])=[O:7])([CH3:4])([CH3:3])[CH3:2] |f:3.4.5.6|. Reported procedure: A 4.5 g quantity of 5-methoxycarbonyl-4-methoxycarbonylmethyl-5-(2-pentynyl)-2-cyclopentenone (compound (2-a)) is dissolved in a mixture of 50 ml of n-hexhane and 50 ml of acetone, and 7 g of a Lindlar catalyst is added to the solution. Hydrogen gas is introduced into the solution with stirring. The reaction is completed when the solution has absorbed the theoretical amount of the gas. On completion of the reaction, the catalyst is filtered off from the reaction mixture, and the filtrate is conc... Reactants: [Li]CCCC (n-BuLi), CN1C=NC=C1 (1-methyl-1H-imidazole), [Sn](CCCC)(CCCC)(CCCC)Cl (Bu3SnCl). Run in O1CCCC1 (tetrahydrofuran), O1CCCC1 (tetrahydrofuran). Run at time 2.5 hour. Product: CN1C(=NC=C1)[Sn](CCCC)(CCCC)CCCC (1-Methyl-2-tributylstannyl-1H-imidazole). Yield: 78.5%. RXN SMILES: [Li]CCCC.[CH3:6][N:7]1[CH:11]=[CH:10][N:9]=[CH:8]1.[Sn:12](Cl)([CH2:21][CH2:22][CH2:23][CH3:24])([CH2:17][CH2:18][CH2:19][CH3:20])[CH2:13][CH2:14][CH2:15][CH3:16]>O1CCCC1>[CH3:6][N:7]1[CH:11]=[CH:10][N:9]=[C:8]1[Sn:12]([CH2:17][CH2:18][CH2:19][CH3:20])([CH2:21][CH2:22][CH2:23][CH3:24])[CH2:13][CH2:14][CH2:15][CH3:16]. Procedure details: n-BuLi (7.6 mL, 18.9 mmol) was added dropwise at −10° C. under nitrogen atmosphere over a period of 30 minutes to an anhydrous tetrahydrofuran solution (20 mL) of 1-methyl-1H-imidazole (1.6 mL, 18.8 mmol), and the mixture was stirred for 2.5 hours. Next, a tetrahydrofuran solution (12 mL) of Bu3SnCl (5.1 mL, 18.8 mmol) was added dropwise over a period of one hour at −78° C., and then the mixture was raised to room temperature and stirred overnight. The title compound (5.48 g, 79%) was obtained b... Starting materials: CC1([C@H]2CC[C@H]([C@@H]1C2)CC(=O)Cl)C (2-((1S,2S,5S)-6,6-dimethylbicyclo[3.1.1]heptan-2-yl)acetyl chloride), NN1C(=NC2=CC=CC=C2C1=O)C(F)(F)F (3-amino-2-(trifluoromethyl)quinazolin-4(3H)-one). Reaction SMILES: [CH3:1][C:2]1([CH3:13])[C@H:7]2[CH2:8][C@@H:3]1[CH2:4][CH2:5][C@H:6]2[CH2:9][C:10](Cl)=[O:11].[NH2:14][N:15]1[C:24](=[O:25])[C:23]2[C:18](=[CH:19][CH:20]=[CH:21][CH:22]=2)[N:17]=[C:16]1[C:26]([F:29])([F:28])[F:27]>>[CH3:1][C:2]1([CH3:13])[C@H:7]2[CH2:8][C@@H:3]1[CH2:4][CH2:5][C@H:6]2[CH2:9][C:10]([NH:14][N:15]1[C:24](=[O:25])[C:23]2[C:18](=[CH:19][CH:20]=[CH:21][CH:22]=2)[N:17]=[C:16]1[C:26]([F:28])([F:27])[F:29])=[O:11]. Product: CC1([C@H]2CC[C@H]([C@@H]1C2)CC(=O)NN2C(=NC1=CC=CC=C1C2=O)C(F)(F)F)C (2-[(1S,2S,5S)-6,6-dimethylbicyclo[3.1.1]hept-2-yl]-N-[4-oxo-2-(trifluoromethyl)quinazolin-3(4H)-yl]acetamide). Procedure details: The product from Example 1C and 3-amino-2-(trifluoromethyl)quinazolin-4(3H)-one (Bionet) were processed using method analogous to that described in Example 1D to afford the title compound. 1H NMR (300 MHz, CDCl3) δ ppm 1.00 (d, J=9.8 Hz, 1H) 1.08 (s, 3H) 1.23 (d, J=5.1 Hz, 3H) 1.85-2.05 (m, 5H) 2.06-2.24 (m, 1H) 2.31-2.45 (m, 2H) 2.53-2.61 (m, 2H) 2.62-2.76 (m, 1H) 7.58 (s, 1H) 7.60-7.68 (m, 1H) 7.88 (d, J=3.7 Hz, 1H) 8.31 (d, J=7.8 Hz, 1H); MS (ESI+) m/z 394 (M+H)+. The reactants are S1C=CC2=C1OC1=C(NC2=O)C=CC=C1 (Thieno[2,3-b][1,5]benzoxazepin-4(5H)-one), C(CCC)(=O)Cl (butyryl chloride), [Cl-].[Al+3].[Cl-].[Cl-] (aluminium chloride). The solvent is ClCCCl (1,2-dichloroethane). Conditions: time 45 minute. Yields the product C(CCC)(=O)C1=CC2=C(OC3=C(NC2=O)C=CC=C3)S1 (2-butyrylthieno[2,3-b][1,5]benzoxazepin-4(5H)-one). Yield: 60.5%. Reaction SMILES: [S:1]1[C:5]2[O:6][C:7]3[CH:15]=[CH:14][CH:13]=[CH:12][C:8]=3[NH:9][C:10](=[O:11])[C:4]=2[CH:3]=[CH:2]1.[C:16](Cl)(=[O:20])[CH2:17][CH2:18][CH3:19].[Cl-].[Al+3].[Cl-].[Cl-]>ClCCCl>[C:16]([C:2]1[S:1][C:5]2[O:6][C:7]3[CH:15]=[CH:14][CH:13]=[CH:12][C:8]=3[NH:9][C:10](=[O:11])[C:4]=2[CH:3]=1)(=[O:20])[CH2:17][CH2:18][CH3:19] |f:2.3.4.5|. Procedure: Thieno[2,3-b][1,5]benzoxazepin-4(5H)-one (1.5 g) was suspended in 1,2-dichloroethane (20 ml) and butyryl chloride (880 mg) was added. To this reaction system was added portionwise aluminium chloride (4.6 g) under ice-cooling. The mixture was stirred at room temperature for 45 minutes. Insoluble matter was filtrated and the filtrate was poured into ice water, and chloroform was added. The organic layer was washed with water and dried over sodium sulfate. The solvent was evaporated under reduced p... Reactants: COC=1C=C(C=C(C1OC)[N+](=O)[O-])C(C(OCC)=N)O (ethyl (3,4-dimethoxy-5-nitro-phenyl)hydroxyacetimidate), C1(=C(C=CC=C1)N)N (o-phenylenediamine). Solvent: C(C)O (ethanol). Reaction conditions: time 2 hour. Product: COC=1C=C(C=C(C1OC)[N+](=O)[O-])C(O)C=1NC2=C(N1)C=CC=C2 (α-(3,4-dimethoxy-5-nitrophenyl)-2-benzimidazolemethanol). As a reaction SMILES: [CH3:1][O:2][C:3]1[CH:4]=[C:5]([CH:14]([OH:20])[C:15](=[NH:19])OCC)[CH:6]=[C:7]([N+:11]([O-:13])=[O:12])[C:8]=1[O:9][CH3:10].[C:21]1(N)[CH:26]=[CH:25][CH:24]=[CH:23][C:22]=1[NH2:27]>C(O)C>[CH3:1][O:2][C:3]1[CH:4]=[C:5]([CH:14]([C:15]2[NH:19][C:21]3[CH:26]=[CH:25][CH:24]=[CH:23][C:22]=3[N:27]=2)[OH:20])[CH:6]=[C:7]([N+:11]([O-:13])=[O:12])[C:8]=1[O:9][CH3:10]. Reported procedure: 19.7 g of ethyl (3,4-dimethoxy-5-nitro-phenyl)hydroxyacetimidate are dissolved in 500 ml of ethanol, 6.73 g of o-phenylenediamine are added, the mixture is stirred at room temperature for 2 hours and subsequently held at the reflux temperature overnight. After distillation of the solvent, the residue is treated with 50 ml of water, made alkaline with sodium carbonate solution and extracted twice with 250 ml of methylene chloride each time. The organic phase is washed with water, dried over sodiu... The reactants are C(C)(=O)N1CCC(CC1)=O (1-acetyl-4-piperidone), C(C)(=O)O (acetic acid), NC1=C(C=CC(=C1)C)N1C=CC=C1 (1-(2-amino-4-methyl-phenyl)pyrrole). The solvent is C(C)O (ethanol). Conditions: time 24 hour. Product: C(C)(=O)N1CCC2(CC1)C=1N(C3=CC=C(C=C3N2)C)C=CC1 (1'-acetyl-4,5-dihydro-7-methylspiro[pyrrolo(1,2-a)quinoxaline-4,4'-piperidine]). RXN SMILES: [C:1]([N:4]1[CH2:9][CH2:8][C:7](=O)[CH2:6][CH2:5]1)(=[O:3])[CH3:2].C(O)(=O)C.[NH2:15][C:16]1[CH:21]=[C:20]([CH3:22])[CH:19]=[CH:18][C:17]=1[N:23]1[CH:27]=[CH:26][CH:25]=[CH:24]1>C(O)C>[C:1]([N:4]1[CH2:9][CH2:8][C:7]2([NH:15][C:16]3[C:17](=[CH:18][CH:19]=[C:20]([CH3:22])[CH:21]=3)[N:23]3[CH:24]=[CH:25][CH:26]=[C:27]23)[CH2:6][CH2:5]1)(=[O:3])[CH3:2]. Procedure details: 8.46 g (0.06 mole) of 1-acetyl-4-piperidone and 3 ml. of glacial acetic acid are added to a solution of 12.0 g (0.06 mole) of 1-(2-amino-4-methyl-phenyl)pyrrole [Example 16(b)] in 160 ml. of absolute ethanol. The solution is refluxed under nitrogen with stirring for 24 hours and cooled. A solid precipitates and is filtered. The solid is recrystallized from absolute ethanol to give white crystals, m.p. 212°-213° C. of 1'-acetyl-4,5-dihydro-7-methylspiro[pyrrolo(1,2-a)quinoxaline-4,4'-piperidine]. Reaction SMILES: [C:1](=[O:2])([OH:3])[c:4]1[cH:5][c:6]2[c:10]([cH:11][cH:12]1)[NH:9][C:8](=[O:13])[CH2:7]2.[CH2:24]([c:25]1[cH:26][cH:27][cH:28][cH:29][cH:30]1)[N:31]1[CH2:32][CH2:33][NH:34][CH2:35][CH2:36]1.[CH2:37]([Cl:38])[Cl:39].[S:20]([Cl:21])([Cl:22])=[O:23].[cH:14]1[cH:15][cH:16][n:17][cH:18][cH:19]1>>[C:1](=[O:3])([c:4]1[cH:5][c:6]2[c:10]([cH:11][cH:12]1)[NH:9][C:8](=[O:13])[CH2:7]2)[N:34]1[CH2:33][CH2:32][N:31]([CH2:24][c:25]2[cH:26][cH:27][cH:28][cH:29][cH:30]2)[CH2:36][CH2:35]1. Product: O=C1Cc2cc(C(=O)N3CCN(Cc4ccccc4)CC3)ccc2N1. Starting materials: O=C1Cc2cc(C(=O)O)ccc2N1, c1ccc(CN2CCNCC2)cc1, ClCCl, O=S(Cl)Cl, c1ccncc1.